The task is: describe an organic reaction: reactants, conditions, products, and yield. This data is from the Open Reaction Database (ORD), a public repository of structured organic reaction records. Reactants: O=C([O-])[O-], C1COCCN1, ClC(Cl)Cl, Clc1nc(Cl)nc(C2CC2)n1, [K+], [K+], O. Yields the product Clc1nc(C2CC2)nc(N2CCOCC2)n1. As a reaction SMILES: [C:18](=[O:19])([O-:20])[O-:21].[CH2:1]1[CH2:2][O:3][CH2:4][CH2:5][NH:6]1.[CH:24]([Cl:25])([Cl:26])[Cl:27].[Cl:7][c:8]1[n:9][c:10]([CH:15]2[CH2:16][CH2:17]2)[n:11][c:12]([Cl:14])[n:13]1.[K+:22].[K+:23].[OH2:28]>>[CH2:1]1[CH2:2][O:3][CH2:4][CH2:5][N:6]1[c:12]1[n:11][c:10]([CH:15]2[CH2:16][CH2:17]2)[n:9][c:8]([Cl:7])[n:13]1. Starting materials: NCCCN(C(=O)C=1SC=CC1)C=1SC=C(N1)C=1OC2=C(C1)C=CC=C2 (N-(3-aminopropyl)-N-(4-(benzofuran-2-yl)thiazol-2-yl)thiophene-2-carboxamide), N1(CCCCC1)CCC(=O)O (1-piperidinepropionic acid), Cl(=O)(=O)(=O)[O-].CN(C)[P+](Cl)(N(C)C)N(C)C (tris(dimethylamino)chlorophosphonium perchlorate), C(C)(C)N(C(C)C)CC (N,N-diisopropylethylamine). Run in CN1CCCC1=O (NMP). Reaction conditions: time 8 hour. Product: O1C(=CC2=C1C=CC=C2)C=2N=C(SC2)N(C(=O)C=2SC=CC2)CCCNC(CCN2CCCCC2)=O (N-(4-(Benzofuran-2-yl)thiazol-2-yl)-N-(3-(3-(piperidin-1-yl)propanamido)propyl)thiophene-2-carboxamide). The yield is 30.6%. Reaction SMILES: [N:1]1([CH2:7][CH2:8][C:9]([OH:11])=O)[CH2:6][CH2:5][CH2:4][CH2:3][CH2:2]1.Cl([O-])(=O)(=O)=O.CN([P+](N(C)C)(N(C)C)Cl)C.C(N(CC)C(C)C)(C)C.[NH2:37][CH2:38][CH2:39][CH2:40][N:41]([C:49]1[S:50][CH:51]=[C:52]([C:54]2[O:55][C:56]3[CH:62]=[CH:61][CH:60]=[CH:59][C:57]=3[CH:58]=2)[N:53]=1)[C:42]([C:44]1[S:45][CH:46]=[CH:47][CH:48]=1)=[O:43]>CN1C(=O)CCC1>[O:55]1[C:56]2[CH:62]=[CH:61][CH:60]=[CH:59][C:57]=2[CH:58]=[C:54]1[C:52]1[N:53]=[C:49]([N:41]([CH2:40][CH2:39][CH2:38][NH:37][C:9](=[O:11])[CH2:8][CH2:7][N:1]2[CH2:2][CH2:3][CH2:4][CH2:5][CH2:6]2)[C:42]([C:44]2[S:45][CH:46]=[CH:47][CH:48]=2)=[O:43])[S:50][CH:51]=1 |f:1.2|. Procedure: A mixture of 1-piperidinepropionic acid (3 mg, 0.02 mmol) and tris(dimethylamino)chlorophosphonium perchlorate (7 mg, 0.02 mmol) was dissolved in NMP (200 μL) followed by the addition of N,N-diisopropylethylamine (17 μL, 0.1 mmol). The reaction mixture was maintained at room temperature for 20 min, then N-(3-aminopropyl)-N-(4-(benzofuran-2-yl)thiazol-2-yl)thiophene-2-carboxamide (7.7 mg, 0.02 mmol) was added, and the reaction mixture was stirred at room temperature overnight. The resulting mixtu... Reported procedure: Following a procedure similar to that for the preparation of Compound 16a but using Intermediate 14b as the starting material afforded the title compound (38 mg, 74% yield) as a white solid: The reactants are COC[C@H]1[C@@]([C@H]1/C=C/C(=C/C(=O)OCC)/C)(C1=CC=2C(CCC(C2C=C1)(C)C)(C)C)C (Ethyl (+)-(1S, 2R, 3R)-5-[3-methoxymethyl-2-methyl-2-(5,5,8,8-tetramethyl-5,6,7,8-tetrahydro-naphthalen-2-yl)-cyclopropyl]-3-methyl-penta-2E,4E-dienoate), C(C)OC[C@@H]1[C@]([C@H]1C=O)(C1=CC=2C(CCC(C2C=C1)(C)C)(C)C)C ((+)-(1S, 2R, 3S)-3-Ethoxymethyl-2-methyl-2-(5,5,8,8-tetramethyl-5,6,7,8-tetrahydro-naphthalen-2-yl)-cyclopropanecarbaldehyde). RXN SMILES: [CH3:1][O:2][CH2:3][C@@H:4]1[C@H:6](/[CH:7]=[CH:8]/[C:9](/[CH3:16])=[CH:10]/[C:11]([O:13][CH2:14][CH3:15])=[O:12])[C@@:5]1([CH3:31])[C:17]1[CH:26]=[CH:25][C:24]2[C:23]([CH3:28])([CH3:27])[CH2:22][CH2:21][C:20]([CH3:30])([CH3:29])[C:19]=2[CH:18]=1.[CH2:32](OC[C@H]1[C@H](C=O)[C@]1(C)C1C=CC2C(C)(C)CCC(C)(C)C=2C=1)C>>[CH2:1]([O:2][CH2:3][C@H:4]1[C@H:6](/[CH:7]=[CH:8]/[C:9](/[CH3:16])=[CH:10]/[C:11]([O:13][CH2:14][CH3:15])=[O:12])[C@@:5]1([CH3:31])[C:17]1[CH:26]=[CH:25][C:24]2[C:23]([CH3:28])([CH3:27])[CH2:22][CH2:21][C:20]([CH3:30])([CH3:29])[C:19]=2[CH:18]=1)[CH3:32]. Product: C(C)OC[C@@H]1[C@@]([C@H]1/C=C/C(=C/C(=O)OCC)/C)(C1=CC=2C(CCC(C2C=C1)(C)C)(C)C)C (Ethyl (+)-(1S, 2R, 3S)-5-[3-ethoxymethyl-2-methyl-2-(5,5,8,8-tetramethyl-5,6,7,8-tetrahydro-naphthalen-2-yl)-cyclopropyl]-3-methyl-penta-2E,4E-dienoate). Yield: 74.0%. Starting materials: C1(CCCC1)C(CC1=CC(OC(O1)(C)C)=O)(C#CC=1SC=CN1)O (6-(2-cyclopentyl-2-hydroxy-4-thiazol-2-yl-but-3-ynyl)-2,2-dimethyl-[1,3]dioxin-4-one), C1(CCCC1)C(CC1=CC(OC(O1)(C)C)=O)(C#CC1=CC=C(C=C1)OC)O (6-[2-cyclopentyl-2-hydroxy-4-(4-methoxy-phenyl)-but-3-ynyl]-2,2-dimethyl-[1,3]dioxin-4-one). Solvent: O (H2O). Product: C1(CCCC1)C1C(OC(CC1=O)C#CC=1SC=CN1)=O (Cyclopentyl-6-(1,3-thiazol-2-ylethynyl)dihydro-2H-pyran-2,4(3H)-dione). Reaction SMILES: C1([C:6]([OH:24])([C:17]#[C:18][C:19]2[S:20][CH:21]=[CH:22][N:23]=2)[CH2:7][C:8]2[O:13]C(C)(C)O[C:10](=[O:16])[CH:9]=2)CCCC1.[CH:25]1(C(O)(C#CC2C=CC(OC)=CC=2)CC2OC(C)(C)OC(=O)C=2)[CH2:29][CH2:28][CH2:27][CH2:26]1>O>[CH:25]1([CH:9]2[C:8](=[O:13])[CH2:7][CH:6]([C:17]#[C:18][C:19]3[S:20][CH:21]=[CH:22][N:23]=3)[O:24][C:10]2=[O:16])[CH2:29][CH2:28][CH2:27][CH2:26]1. Procedure details: The title compound was prepared analogously to example 1, except 6-(2-cyclopentyl-2-hydroxy-4-thiazol-2-yl-but-3-ynyl)-2,2-dimethyl-[1,3]dioxin-4-one (from Step 1) was used rather than 6-[2-cyclopentyl-2-hydroxy-4-(4-methoxy-phenyl)-but-3-ynyl]-2,2-dimethyl-[1,3]dioxin-4-one. 1H NMR (CDCl3): δ 1.63-2.05 (bm, 4H), 2.23 (pentet, 1H, J=8.1 Hz), 2.78 (d, 1H, J=17.7 Hz), 3.04 (d, 1H, J=17.7 Hz), 3.51 (d, 1H, J=20.0 Hz), 3.97 (d, 1H, J=20.0 Hz), 7.46 (d, 1H, J=3.2 Hz), 7.89 (d, 2H, J=3.4 Hz). Anal. Ca...